This data is from the Open Reaction Database (ORD), a public repository of structured organic reaction records. The task is: describe an organic reaction: reactants, conditions, products, and yield The product is ONC(C(CS(=O)(=O)C1=CC=C(C=C1)C)CS(=O)(=O)C1=CC=C(C=C1)C)=O (N-hydroxy-2-[(4-methylbenzenesulfonyl)methyl]-3-(4-methylbenzenesulfonyl)-propionamide). RXN SMILES: CN1CCCC1=O.[CH3:8][C:9]1[CH:14]=[CH:13][C:12]([S:15]([CH2:18][CH:19]([CH2:23][S:24]([C:27]2[CH:32]=[CH:31][C:30]([CH3:33])=[CH:29][CH:28]=2)(=[O:26])=[O:25])[C:20]([OH:22])=O)(=[O:17])=[O:16])=[CH:11][CH:10]=1.Cl.CN(C)CCCN=C=NCC.Cl.[NH2:47][OH:48]>C(OCC)(=O)C>[OH:48][NH:47][C:20](=[O:22])[CH:19]([CH2:18][S:15]([C:12]1[CH:11]=[CH:10][C:9]([CH3:8])=[CH:14][CH:13]=1)(=[O:17])=[O:16])[CH2:23][S:24]([C:27]1[CH:28]=[CH:29][C:30]([CH3:33])=[CH:31][CH:32]=1)(=[O:26])=[O:25] |f:2.3,4.5|. Procedure details: To N-methylpyrrolidinone (20 mL) cooled in an ice bath, is added 2-[(4-methylbenzenesulfonyl)methyl]-3-(4-methylbenzenesulfonyl)-propionoic acid (4.4 g, 11 mmol), 1-(3-dimethylaminopropyl)-3-ethylcarbodiimide hydrochloride (4.2 g, 22 mmol), and hydroxylamine hydrochloride (1.5 g, 22 mmol). After stirring overnight at ambient temperature, the mixture is transferred to ethyl acetate and extracted with aqueous 10% hydrochloric acid, distilled water, aqueous sodium bicarbonate, brine, and dried over... Run at time 8 hour. Run in C(C)(=O)OCC (ethyl acetate). The reactants are CC1=CC=C(C=C1)S(=O)(=O)CC(C(=O)O)CS(=O)(=O)C1=CC=C(C=C1)C (2-[(4-methylbenzenesulfonyl)methyl]-3-(4-methylbenzenesulfonyl)-propionoic acid), Cl.CN(CCCN=C=NCC)C (1-(3-dimethylaminopropyl)-3-ethylcarbodiimide hydrochloride), Cl.NO (hydroxylamine hydrochloride), CN1C(CCC1)=O (N-methylpyrrolidinone). Reactants: [Al+3], COC(=O)c1ccc(CCCC2C(Cl)CC(OC3CCCCO3)C2C=CC(=O)CCCC(C)O[Si](C)(C)C(C)(C)C)s1, C1CCOC1, [H-], [H-], [H-], [H-], [Li+]. Product: COC(=O)c1ccc(CCCC2C(Cl)CC(OC3CCCCO3)C2C=CC(O)CCCC(C)O[Si](C)(C)C(C)(C)C)s1. RXN SMILES: [Al+3:2].[C:7]([CH3:8])([CH3:9])([CH3:10])[Si:11]([O:12][CH:13]([CH2:14][CH2:15][CH2:16][C:17]([CH:18]=[CH:19][CH:20]1[CH:21]([CH2:33][CH2:34][CH2:35][c:36]2[cH:37][cH:38][c:39]([C:41](=[O:42])[O:43][CH3:44])[s:40]2)[CH:22]([Cl:32])[CH2:23][CH:24]1[O:25][CH:26]1[O:27][CH2:28][CH2:29][CH2:30][CH2:31]1)=[O:45])[CH3:46])([CH3:47])[CH3:48].[CH2:49]1[O:50][CH2:51][CH2:52][CH2:53]1.[H-:1].[H-:4].[H-:5].[H-:6].[Li+:3]>>[C:7]([CH3:8])([CH3:9])([CH3:10])[Si:11]([O:12][CH:13]([CH2:14][CH2:15][CH2:16][CH:17]([CH:18]=[CH:19][CH:20]1[CH:21]([CH2:33][CH2:34][CH2:35][c:36]2[cH:37][cH:38][c:39]([C:41](=[O:42])[O:43][CH3:44])[s:40]2)[CH:22]([Cl:32])[CH2:23][CH:24]1[O:25][CH:26]1[O:27][CH2:28][CH2:29][CH2:30][CH2:31]1)[OH:45])[CH3:46])([CH3:47])[CH3:48]. Reactants: CN1CC(c2cn(COCC[Si](C)(C)C)c3ncc(CC4CCC(=O)CC4)cc23)=CN1, CCO, Cl. Yields the product CN1CC(c2c[nH]c3ncc(CC4CCC(=O)CC4)cc23)=CN1. RXN SMILES: [CH3:1][N:2]1[NH:3][CH:4]=[C:5]([c:7]2[cH:8][n:9]([CH2:24][O:25][CH2:26][CH2:27][Si:28]([CH3:29])([CH3:30])[CH3:31])[c:10]3[n:11][cH:12][c:13]([CH2:16][CH:17]4[CH2:18][CH2:19][C:20](=[O:23])[CH2:21][CH2:22]4)[cH:14][c:15]23)[CH2:6]1.[CH3:33][CH2:34][OH:35].[ClH:32]>>[CH3:1][N:2]1[NH:3][CH:4]=[C:5]([c:7]2[cH:8][nH:9][c:10]3[n:11][cH:12][c:13]([CH2:16][CH:17]4[CH2:18][CH2:19][C:20](=[O:23])[CH2:21][CH2:22]4)[cH:14][c:15]23)[CH2:6]1. The reactants are C(=C)N1C=NC=C1 (1-vinylimidazole), C(=C)N1C(CCC1)=O (1-vinylpyrrolidone), S(=O)(=O)(OC)OC (dimethyl sulfate). The product is C(=C)N1C=NC=C1 (1-vinylimidazole), C(=C)[NH+]1CN(CC1)C (1-vinyl-3-methylimidazolinium), C(=C)N1C(CCC1)=O (1-vinylpyrrolidone). RXN SMILES: [CH:1]([N:3]1[CH:7]=[CH:6][N:5]=[CH:4]1)=[CH2:2].[CH:8]([N:10]1[CH2:14][CH2:13][CH2:12][C:11]1=[O:15])=[CH2:9].S(OC)(OC)(=O)=O>>[CH:1]([N:3]1[CH:7]=[CH:6][N:5]=[CH:4]1)=[CH2:2].[CH:8]([NH+:10]1[CH2:14][CH2:13][N:3]([CH3:1])[CH2:11]1)=[CH2:9].[CH:8]([N:10]1[CH2:14][CH2:13][CH2:12][C:11]1=[O:15])=[CH2:9]. Procedure: Copolymer of 1-vinylimidazole and 1-vinylpyrrolidone in the molar ratio 55:45 which was quaternized by reaction with dimethyl sulfate to give a terpolymer with units of 1-vinylimidazole, 1-vinyl-3-methylimidazolinium methosulfate and 1-vinylpyrrolidone in the molar ratio 45:10:45. The quaternary polymer had a K value of 34.7. Reactants: NC1=NC=2C=C(C=CC2C2=C1N=C(N2CC2CCOCC2)CC)/C=C/C(=O)OCC (ethyl (2E)-3-[4-amino-2-ethyl-1-(tetrahydro-2H-pyran-4-ylmethyl)-1H-imidazo[4,5-c]quinolin-7-yl]prop-2-enoate). Reagents/catalysts: [Pd] (palladium on carbon). Solvent: C(C)O (ethanol), C(C)O (ethanol). Reaction conditions: time 48 hour. The product is NC1=NC=2C=C(C=CC2C2=C1N=C(N2CC2CCOCC2)CC)CCC(=O)OCC (ethyl 3-[4-amino-2-ethyl-1-(tetrahydro-2H-pyran-4-ylmethyl)-1H-imidazo[4,5-c]quinolin-7-yl]propanoate). Isolated yield 83.6%. As a reaction SMILES: [NH2:1][C:2]1[C:11]2[N:12]=[C:13]([CH2:22][CH3:23])[N:14]([CH2:15][CH:16]3[CH2:21][CH2:20][O:19][CH2:18][CH2:17]3)[C:10]=2[C:9]2[CH:8]=[CH:7][C:6](/[CH:24]=[CH:25]/[C:26]([O:28][CH2:29][CH3:30])=[O:27])=[CH:5][C:4]=2[N:3]=1>[Pd].C(O)C>[NH2:1][C:2]1[C:11]2[N:12]=[C:13]([CH2:22][CH3:23])[N:14]([CH2:15][CH:16]3[CH2:17][CH2:18][O:19][CH2:20][CH2:21]3)[C:10]=2[C:9]2[CH:8]=[CH:7][C:6]([CH2:24][CH2:25][C:26]([O:28][CH2:29][CH3:30])=[O:27])=[CH:5][C:4]=2[N:3]=1. Procedure: A glass Parr bottle was charged with 10% palladium on carbon (0.2 g) wetted with ethanol (10 mL) and a slurry of ethyl (2E)-3-[4-amino-2-ethyl-1-(tetrahydro-2H-pyran-4-ylmethyl)-1H-imidazo[4,5-c]quinolin-7-yl]prop-2-enoate (1.81 g, 4.4 mmol) in ethanol (250 mL). The vessel was placed on a Parr apparatus, evacuated and charged with hydrogen (55 psi). The mixture was shaken at ambient temperature for 48 hours. The reaction mixture was filtered through a 0.2 micron PTFE membrane filter and the filt... Starting materials: COc1cccc(CCNC(=O)c2ccc(Br)cc2)c1, CC#N, O=P(Cl)(Cl)Cl. Yields the product COc1ccc2c(c1)CCN=C2c1ccc(Br)cc1. RXN SMILES: [Br:1][c:2]1[cH:3][cH:4][c:5]([C:6](=[O:7])[NH:8][CH2:9][CH2:10][c:11]2[cH:12][c:13]([O:17][CH3:18])[cH:14][cH:15][cH:16]2)[cH:19][cH:20]1.[CH3:26][C:27]#[N:28].[P:21]([Cl:22])([Cl:23])([Cl:24])=[O:25]>>[Br:1][c:2]1[cH:3][cH:4][c:5]([C:6]2=[N:8][CH2:9][CH2:10][c:11]3[cH:12][c:13]([O:17][CH3:18])[cH:14][cH:15][c:16]32)[cH:19][cH:20]1.